From a dataset of the Open Reaction Database (ORD), a public repository of structured organic reaction records. describe an organic reaction: reactants, conditions, products, and yield The reactants are C(C)(C)(C)OC(=O)N1[C@H](C(=O)O)C[C@@H](C1)F ((4S)-1-(tert-butoxycarbonyl)-4-fluoro-L-proline), N1=CC=CC=C1 (pyridine), Boc-anhydride, C([O-])(O)=O.[NH4+] (ammonium bicarbonate). Run in ClCCl (dichloromethane). Run at temperature 20 celsius, time 2 hour. The product is C(C)(C)(C)OC(=O)N1[C@H](C(=O)N)C[C@@H](C1)F ((4S)-1-(tert-butoxycarbonyl)-4-fluoro-L-prolinamide). RXN SMILES: [C:1]([O:5][C:6]([N:8]1[CH2:15][C@@H:14]([F:16])[CH2:13][C@H:9]1[C:10](O)=[O:11])=[O:7])([CH3:4])([CH3:3])[CH3:2].[N:17]1C=CC=CC=1.C(=O)(O)[O-].[NH4+]>ClCCl>[C:1]([O:5][C:6]([N:8]1[CH2:15][C@@H:14]([F:16])[CH2:13][C@H:9]1[C:10]([NH2:17])=[O:11])=[O:7])([CH3:4])([CH3:3])[CH3:2] |f:2.3|. Reported procedure: A reactor was charged with (4S)-1-(tert-butoxycarbonyl)-4-fluoro-L-proline (130 g, 1 wt, 1 eq.), dichloromethane (520 mL, 4 vol), pyridine (55 mL, 0.4 vol, 1.2 eq), and Boc-anhydride (145 g, 1.1 wt, 1.2 eq.). The reaction solution was stirred at approximately 20° C. for 2 hours. The reactor was charged with ammonium bicarbonate (62 g, 0.5 wt, 1.44 eq), and was stirred at approximately 20° C. overnight. The reaction was filtered over a bed of celite (130 g, 1 wt), and the filter cake was washed w... Starting materials: C1CCOC1, COC(=O)CCCCCCCC=CI, CCOCC, Cl, [Li+], [OH-], O. Product: O=C(O)CCCCCCCC=CI. RXN SMILES: [CH2:18]1[O:19][CH2:20][CH2:21][CH2:22]1.[CH3:1][O:2][C:3]([CH2:4][CH2:5][CH2:6][CH2:7][CH2:8][CH2:9][CH2:10][CH:11]=[CH:12][I:13])=[O:14].[CH3:24][CH2:25][O:26][CH2:27][CH3:28].[ClH:17].[Li+:16].[OH-:15].[OH2:23]>>[O:2]=[C:3]([CH2:4][CH2:5][CH2:6][CH2:7][CH2:8][CH2:9][CH2:10][CH:11]=[CH:12][I:13])[OH:14].